Dataset: the Open Reaction Database (ORD), a public repository of structured organic reaction records. Task: describe an organic reaction: reactants, conditions, products, and yield RXN SMILES: [Cl:1][c:2]1[c:3]([N+:15](=[O:16])[O-:17])[cH:4][c:5]([N+:12](=[O:13])[O-:14])[c:6]([C:7](=[O:8])[O:9][CH3:10])[cH:11]1.[O:25]1[CH2:26][CH2:27][O:28][CH2:29][CH2:30]1.[OH:18][CH2:19][CH2:20][NH:21][CH2:22][CH2:23][OH:24]>>[c:2]1([N:21]([CH2:20][CH2:19][OH:18])[CH2:22][CH2:23][OH:24])[c:3]([N+:15](=[O:16])[O-:17])[cH:4][c:5]([N+:12](=[O:13])[O-:14])[c:6]([C:7](=[O:8])[O:9][CH3:10])[cH:11]1. Product: COC(=O)c1cc(N(CCO)CCO)c([N+](=O)[O-])cc1[N+](=O)[O-]. The reactants are COC(=O)c1cc(Cl)c([N+](=O)[O-])cc1[N+](=O)[O-], C1COCCO1, OCCNCCO. The reactants are CSC(CCCCCCC(=O)O)CCCC(CCCCC)O (8-Methylthio-12-hydroxyheptadecanoic acid), [OH-].[Na+] (sodium hydroxide), I(=O)(=O)(=O)[O-].[Na+] (Sodium metaperiodate). Run in O (water). Conditions: time 17 hour. The product is CS(=O)C(CCCCCCC(=O)O)CCCC(CCCCC)O (8-methylsulfinyl-12-hydroxy-heptadecanoic acid). RXN SMILES: [CH3:1][S:2][CH:3]([CH2:13][CH2:14][CH2:15][CH:16]([OH:22])[CH2:17][CH2:18][CH2:19][CH2:20][CH3:21])[CH2:4][CH2:5][CH2:6][CH2:7][CH2:8][CH2:9][C:10]([OH:12])=[O:11].[OH-].[Na+].I([O-])(=O)(=O)=[O:26].[Na+]>O>[CH3:1][S:2]([CH:3]([CH2:13][CH2:14][CH2:15][CH:16]([OH:22])[CH2:17][CH2:18][CH2:19][CH2:20][CH3:21])[CH2:4][CH2:5][CH2:6][CH2:7][CH2:8][CH2:9][C:10]([OH:12])=[O:11])=[O:26] |f:1.2,3.4|. Procedure details: 8-Methylthio-12-hydroxyheptadecanoic acid (Ex. 1) (6.7 g., 0.0202 mole) is dissolved in a solution of sodium hydroxide (1.0 g., 0.025 mole) in water (80 ml.). Sodium metaperiodate (4.7 g., 0.022 mole) is added and the resulting mixture is stirred at room temperature overnight (17 hours). The solids present are then filtered off and the filtrate is acidified with dilute hydrochloric acid to liberate the oily acid product. The oil is taken up in ether, washed with water and dried over sodium sulfa... Reactants: O[C@H]1C[C@H](CCC1)CCC(C(=O)OC(C)(C)C)(C)C (tert-butyl 4-(cis-3-hydroxycyclohexyl)-2,2-dimethylbutyrate), C(C)(C)(C)OC (methyl tert-butyl ether), ICC=1N=C(OC1C)C1=CC=C(C=C1)C (4-iodomethyl-5-methyl-2-(4 methylphenyl)oxazole), [H-].[Na+] (sodium hydride). Conditions: time 1 hour. Procedure details: 365 mg of tert-butyl 4-(cis-3-hydroxycyclohexyl)-2,2-dimethylbutyrate are, together with 850 mg of 4-iodomethyl-5-methyl-2-(4 methylphenyl)oxazole, dissolved in 5 ml of dimethylformamide, and 110 mg of sodium hydride (60% strength in paraffin) are added. After 1 hour of stirring at room temperature, 100 ml of methyl tert-butyl ether are added and the reaction mixture is washed three times with water. The organic phase is dried over MgSO4 and the solvent is then removed under reduced pressure. Th... Reaction SMILES: [OH:1][C@@H:2]1[CH2:7][CH2:6][CH2:5][C@H:4]([CH2:8][CH2:9][C:10]([CH3:19])([CH3:18])[C:11]([O:13][C:14]([CH3:17])([CH3:16])[CH3:15])=[O:12])[CH2:3]1.I[CH2:21][C:22]1[N:23]=[C:24]([C:28]2[CH:33]=[CH:32][C:31]([CH3:34])=[CH:30][CH:29]=2)[O:25][C:26]=1[CH3:27].[H-].[Na+].C(OC)(C)(C)C>CN(C)C=O>[CH3:18][C:10]([CH3:19])([CH2:9][CH2:8][C@H:4]1[CH2:5][CH2:6][CH2:7][C@@H:2]([O:1][CH2:21][C:22]2[N:23]=[C:24]([C:28]3[CH:33]=[CH:32][C:31]([CH3:34])=[CH:30][CH:29]=3)[O:25][C:26]=2[CH3:27])[CH2:3]1)[C:11]([O:13][C:14]([CH3:17])([CH3:16])[CH3:15])=[O:12] |f:2.3|. The product is CC(C(=O)OC(C)(C)C)(CC[C@@H]1C[C@@H](CCC1)OCC=1N=C(OC1C)C1=CC=C(C=C1)C)C (tert-Butyl 2,2-dimethyl-4-[cis-3-(5-methyl-2-p-tolyloxazol-4-ylmethoxy)cyclo-hexyl]butyrate). Solvent: CN(C=O)C (dimethylformamide). Yields the product FC=1C=CC=C2C(=C(C(C(C12)(C)C)=O)C(=O)NCC(=O)OC(C)(C)C)O (1,1-Dimethylethyl N-((8-fluoro-4-hydroxy-1,1-dimethyl-2-oxo-naphthalen-3-yl)carbonyl)glycinate). Isolated yield 61.2%. Reaction SMILES: [F:1][C:2]1[CH:11]=[CH:10][CH:9]=[C:8]2[C:3]=1[C:4]([CH3:20])([CH3:19])[C:5](=[O:18])[C:6]([C:13](OCC)=[O:14])=[C:7]2[OH:12].C(N(C(C)C)C(C)C)C.Cl.[NH2:31][CH2:32][C:33]([O:35][C:36]([CH3:39])([CH3:38])[CH3:37])=[O:34]>O1CCOCC1>[F:1][C:2]1[CH:11]=[CH:10][CH:9]=[C:8]2[C:3]=1[C:4]([CH3:19])([CH3:20])[C:5](=[O:18])[C:6]([C:13]([NH:31][CH2:32][C:33]([O:35][C:36]([CH3:39])([CH3:38])[CH3:37])=[O:34])=[O:14])=[C:7]2[OH:12] |f:2.3|. Procedure: To a solution of ethyl 5-fluoro-1-hydroxy-4,4-dimethyl-3-oxo-3,4-dihydronaphthalene-2-carboxylate (2.0 g, 7.2 mmol) in 1,4-dioxane (15 mL), was added N-ethyl-N-isopropylpropan-2-amine (2.3 mL, 13 mmol) and tert-butyl 2-aminoacetate hydrochloride (1.6 g, 9.3 mmol). After heating at 80° C. for 12 hours, the solvent was removed in vacuo, and the residue was purified using flash chromatography (15% EtOAc/hexane) to afford the product as a white solid (1.6 g). MS (m/z)=362 (M+H)+. Solvent: O1CCOCC1 (1,4-dioxane). Run at temperature 80 celsius. The reactants are FC1=C2C(C(C(=C(C2=CC=C1)O)C(=O)OCC)=O)(C)C (ethyl 5-fluoro-1-hydroxy-4,4-dimethyl-3-oxo-3,4-dihydronaphthalene-2-carboxylate), C(C)N(C(C)C)C(C)C (N-ethyl-N-isopropylpropan-2-amine), Cl.NCC(=O)OC(C)(C)C (tert-butyl 2-aminoacetate hydrochloride).